This data is from the Open Reaction Database (ORD), a public repository of structured organic reaction records. The task is: describe an organic reaction: reactants, conditions, products, and yield The reactants are [OH-].[Na+] (sodium hydroxide), C1(CC1)COC1=C(C=CC(=C1)CCC(=O)OC)C1=CC(=CC=C1)N(C(=O)NCCCCCCC)C (methyl 3-[2-cyclopropylmethoxy-3′-(3-heptyl-1-methylureido)biphenyl-4-yl]propanoate). Solvent: O1CCCC1.CO (tetrahydrofuran methanol). Product: C1(CC1)COC1=C(C=CC(=C1)CCC(=O)O)C1=CC(=CC=C1)N(C(=O)NCCCCCCC)C (3-[2-cyclopropylmethoxy-3′-(3-heptyl-1-methylureido)biphenyl-4-yl]propanoic acid). Yield: 78.0%. As a reaction SMILES: [OH-].[Na+].[CH:3]1([CH2:6][O:7][C:8]2[CH:13]=[C:12]([CH2:14][CH2:15][C:16]([O:18]C)=[O:17])[CH:11]=[CH:10][C:9]=2[C:20]2[CH:25]=[CH:24][CH:23]=[C:22]([N:26]([CH3:37])[C:27]([NH:29][CH2:30][CH2:31][CH2:32][CH2:33][CH2:34][CH2:35][CH3:36])=[O:28])[CH:21]=2)[CH2:5][CH2:4]1>O1CCCC1.CO>[CH:3]1([CH2:6][O:7][C:8]2[CH:13]=[C:12]([CH2:14][CH2:15][C:16]([OH:18])=[O:17])[CH:11]=[CH:10][C:9]=2[C:20]2[CH:25]=[CH:24][CH:23]=[C:22]([N:26]([CH3:37])[C:27]([NH:29][CH2:30][CH2:31][CH2:32][CH2:33][CH2:34][CH2:35][CH3:36])=[O:28])[CH:21]=2)[CH2:5][CH2:4]1 |f:0.1,3.4|. Procedure: In a manner similar to that of Example (19g), by reaction of 400 mg (10.0 mmol, 4.8 eq) of sodium hydroxide and methyl 3-[2-cyclopropylmethoxy-3′-(3-heptyl-1-methylureido)biphenyl-4-yl]propanoate, obtained in the preceding step, in 10 ml of a tetrahydrofuran/methanol mixture (8/2), and after crystallization from pentane, 426 mg of 3-[2-cyclopropylmethoxy-3′-(3-heptyl-1-methylureido)biphenyl-4-yl]propanoic acid are obtained in the form of a white powder (m.p.=64° C.). Yield=78% over the two steps